This data is from the Open Reaction Database (ORD), a public repository of structured organic reaction records. The task is: describe an organic reaction: reactants, conditions, products, and yield Starting materials: ICC1=C(C=CC=C1)C=C (1-iodomethyl-2-vinyl-benzene), ( 3 ), CS(=O)(=O)C(=NCC(=O)N1S(CC23C1CC(CC2)C3(C)C)(=O)=O)S(=O)(=O)C (2-(bis-methylsulfonyl-methyleneamino)-1-(10,10-dimethyl-3,3-dioxo-3-thia-4-aza-tricyclo[5.2.1.0 1,5]dec-4-yl)-ethanone). Yields the product CS(=O)(=O)C(=NC(C(=O)N1S(CC23C1CC(CC2)C3(C)C)(=O)=O)CC3=C(C=CC=C3)C=C)S(=O)(=O)C (2-(bis-methylsulfonyl-methyleneamino)-1-(10,10-dimethyl-3,3-dioxo-3-thia-4-aza-tricyclo[5.2.1.0 1,5]dec-4-yl)-3-(2-vinyl-phenyl)-propan-1-one), ( 5 ). Reaction SMILES: I[CH2:2][C:3]1[CH:8]=[CH:7][CH:6]=[CH:5][C:4]=1[CH:9]=[CH2:10].[CH3:11][S:12]([C:15]([S:34]([CH3:37])(=[O:36])=[O:35])=[N:16][CH2:17][C:18]([N:20]1[CH:24]2[CH2:25][CH:26]3[C:29]([CH3:31])([CH3:30])[C:23]2([CH2:28][CH2:27]3)[CH2:22][S:21]1(=[O:33])=[O:32])=[O:19])(=[O:14])=[O:13]>>[CH3:11][S:12]([C:15]([S:34]([CH3:37])(=[O:36])=[O:35])=[N:16][CH:17]([CH2:2][C:3]1[CH:8]=[CH:7][CH:6]=[CH:5][C:4]=1[CH:9]=[CH2:10])[C:18]([N:20]1[CH:24]2[CH2:25][CH:26]3[C:29]([CH3:31])([CH3:30])[C:23]2([CH2:28][CH2:27]3)[CH2:22][S:21]1(=[O:32])=[O:33])=[O:19])(=[O:14])=[O:13]. Reported procedure: In step c, the appropriate 1-iodomethyl-2-vinyl-benzene derivative of structure (3) is subjected to an addition, elimination reaction with 2-(bis-methylsulfonyl-methyleneamino)-1-(10,10-dimethyl-3,3-dioxo-3-thia-4-aza-tricyclo[5.2.1.0 1,5]dec-4-yl)-ethanone (4) to give the corresponding 2-(bis-methylsulfonyl-methyleneamino)-1-(10,10-dimethyl-3,3-dioxo-3-thia-4-aza-tricyclo[5.2.1.0 1,5]dec-4-yl)-3-(2-vinyl-phenyl)-propan-1-one derivative of structure (5). The reactants are CCOC(=O)C(O)Cc1ccc(OCc2ccccc2)cc1, Cc1ccccc1, N#Cc1ccc(O)cc1, c1ccc(P(c2ccccc2)c2ccccc2)cc1. The product is CCOC(=O)C(Cc1ccc(OCc2ccccc2)cc1)Oc1ccc(C#N)cc1. RXN SMILES: [CH2:1]([c:2]1[cH:3][cH:4][cH:5][cH:6][cH:7]1)[O:8][c:9]1[cH:10][cH:11][c:12]([CH2:15][CH:16]([C:17](=[O:18])[O:19][CH2:20][CH3:21])[OH:22])[cH:13][cH:14]1.[CH3:51][c:52]1[cH:53][cH:54][cH:55][cH:56][cH:57]1.[OH:23][c:24]1[cH:25][cH:26][c:27]([C:30]#[N:31])[cH:28][cH:29]1.[c:32]1([P:33]([c:34]2[cH:35][cH:36][cH:37][cH:38][cH:39]2)[c:40]2[cH:41][cH:42][cH:43][cH:44][cH:45]2)[cH:46][cH:47][cH:48][cH:49][cH:50]1>>[CH2:1]([c:2]1[cH:3][cH:4][cH:5][cH:6][cH:7]1)[O:8][c:9]1[cH:10][cH:11][c:12]([CH2:15][CH:16]([C:17](=[O:18])[O:19][CH2:20][CH3:21])[O:22][c:24]2[cH:25][cH:26][c:27]([C:30]#[N:31])[cH:28][cH:29]2)[cH:13][cH:14]1. Yields the product CC(C)(C)N1C(=O)C(NCCN)=C(c2ccccc2)S1(=O)=O. Reaction SMILES: [C:5]([CH3:6])([CH3:7])([CH3:8])[N:9]1[S:10](=[O:22])(=[O:23])[C:11]([c:16]2[cH:17][cH:18][cH:19][cH:20][cH:21]2)=[C:12]([Cl:15])[C:13]1=[O:14].[CH3:29][CH2:30][O:31][C:32]([CH3:33])=[O:34].[NH2:1][CH2:2][CH2:3][NH2:4].[O:24]=[CH:25][N:26]([CH3:27])[CH3:28]>>[NH2:1][CH2:2][CH2:3][NH:4][C:12]1=[C:11]([c:16]2[cH:17][cH:18][cH:19][cH:20][cH:21]2)[S:10](=[O:22])(=[O:23])[N:9]([C:5]([CH3:6])([CH3:7])[CH3:8])[C:13]1=[O:14]. Reactants: CC(C)(C)N1C(=O)C(Cl)=C(c2ccccc2)S1(=O)=O, CCOC(C)=O, NCCN, CN(C)C=O. Reactants: C(#N)C1=NC=CC(=C1)CP(=O)(OCC)OCC (2-cyano-4-(diethylphosphonomethyl)pyridine), S(O)(O)(=O)=O (sulfuric acid), [OH-].[Na+] (sodium hydroxide). The product is C(C)OP(=O)(OCC)CC1=CC(=NC=C1)C(=O)N (4-(di-ethylphosphonomethyl)-2-pyridinecarboxamide). RXN SMILES: [C:1]([C:3]1[CH:8]=[C:7]([CH2:9][P:10]([O:15][CH2:16][CH3:17])([O:12][CH2:13][CH3:14])=[O:11])[CH:6]=[CH:5][N:4]=1)#[N:2].S(=O)(=O)(O)[OH:19].[OH-].[Na+]>>[CH2:13]([O:12][P:10]([CH2:9][C:7]1[CH:6]=[CH:5][N:4]=[C:3]([C:1]([NH2:2])=[O:19])[CH:8]=1)([O:15][CH2:16][CH3:17])=[O:11])[CH3:14] |f:2.3|. Reported procedure: A mixture of 1.10 g of 2-cyano-4-(diethylphosphonomethyl)pyridine and 4.5 ml of concentrated sulfuric acid is heated at 90° for 5 minutes. The reaction mixture is poured onto ice and neutralized with 10% sodium hydroxide. The resulting precipitate is collected to afford 4-(di-ethylphosphonomethyl)-2-pyridinecarboxamide melting at 140°-142°. The reactants are [Li+].[OH-] (LiOH), O=C1NC2=C(CCN1C1CCN(CC1)C(=O)O[C@@H](C(=O)N1CCC(CC1)C1CCN(CC1)CC(=O)OCC)CC1=CC(=C(C(=C1)C)N)C)C=CC=C2 ((R)-1-(4-amino-3,5-dimethyl-benzyl)-2-(1′-ethoxycarbonylmethyl-4,4′-bipiperidinyl-1-yl)-2-oxo-ethyl 4-(2-oxo-1,2,4,5-tetrahydro-1,3-benzodiazepin-3-yl)-piperidine-1-carboxylate). Run in O (water), C1CCOC1 (THF). Conditions: time 8 hour. The product is O=C1NC2=C(CCN1C1CCN(CC1)C(=O)O[C@@H](C(=O)N1CCC(CC1)C1CCN(CC1)CC(=O)O)CC1=CC(=C(C(=C1)C)N)C)C=CC=C2 ((R)-1-(4-amino-3,5-dimethyl-benzyl)-2-(1′-carboxymethyl-4,4′-bipiperidinyl-1-yl)-2-oxo-ethyl 4-(2-oxo-1,2,4,5-tetrahydro-1,3-benzodiazepin-3-yl)-piperidine-1-carboxylate). As a reaction SMILES: [Li+].[OH-].[O:3]=[C:4]1[N:10]([CH:11]2[CH2:16][CH2:15][N:14]([C:17]([O:19][C@H:20]([CH2:41][C:42]3[CH:47]=[C:46]([CH3:48])[C:45]([NH2:49])=[C:44]([CH3:50])[CH:43]=3)[C:21]([N:23]3[CH2:28][CH2:27][CH:26]([CH:29]4[CH2:34][CH2:33][N:32]([CH2:35][C:36]([O:38]CC)=[O:37])[CH2:31][CH2:30]4)[CH2:25][CH2:24]3)=[O:22])=[O:18])[CH2:13][CH2:12]2)[CH2:9][CH2:8][C:7]2[CH:51]=[CH:52][CH:53]=[CH:54][C:6]=2[NH:5]1>O.C1COCC1>[O:3]=[C:4]1[N:10]([CH:11]2[CH2:12][CH2:13][N:14]([C:17]([O:19][C@H:20]([CH2:41][C:42]3[CH:47]=[C:46]([CH3:48])[C:45]([NH2:49])=[C:44]([CH3:50])[CH:43]=3)[C:21]([N:23]3[CH2:24][CH2:25][CH:26]([CH:29]4[CH2:34][CH2:33][N:32]([CH2:35][C:36]([OH:38])=[O:37])[CH2:31][CH2:30]4)[CH2:27][CH2:28]3)=[O:22])=[O:18])[CH2:15][CH2:16]2)[CH2:9][CH2:8][C:7]2[CH:51]=[CH:52][CH:53]=[CH:54][C:6]=2[NH:5]1 |f:0.1|. Procedure details: A solution of 3.1 mg (0.13 mmol) LiOH in 1 mL water was added to a solution of 55 mg (0.08 mmol) of (R)-1-(4-amino-3,5-dimethyl-benzyl)-2-(1′-ethoxycarbonylmethyl-4,4′-bipiperidinyl-1-yl)-2-oxo-ethyl 4-(2-oxo-1,2,4,5-tetrahydro-1,3-benzodiazepin-3-yl)-piperidine-1-carboxylate (Example 90) in 5 mL THF and the reaction mixture was stirred overnight at RT. The mixture was evaporated down i.vac., the residue was taken up in 1 mL DMF and the crude product was purified by HPLC. The fractions containin...